Dataset: the Open Reaction Database (ORD), a public repository of structured organic reaction records. Task: describe an organic reaction: reactants, conditions, products, and yield Starting materials: F[B-](F)(F)F, CC(C)(C)OC(=O)N(CCOc1cc(Cl)cc(C(=O)O)c1)c1ccncc1, C=CCNC1CCCC1, CCN(C(C)C)C(C)C, CN(C)C=O, On1nnc2ccccc21, CN(C)C(On1nnc2ccccc21)=[N+](C)C. The product is C=CCN(C(=O)c1cc(Cl)cc(OCCN(C(=O)OC(C)(C)C)c2ccncc2)c1)C1CCCC1. Reaction SMILES: [B-:28]([F:29])([F:30])([F:31])[F:32].[C:1]([CH3:2])([CH3:3])([CH3:4])[O:5][C:6](=[O:7])[N:8]([CH2:9][CH2:10][O:11][c:12]1[cH:13][c:14]([C:15](=[O:16])[OH:17])[cH:18][c:19]([Cl:21])[cH:20]1)[c:22]1[cH:23][cH:24][n:25][cH:26][cH:27]1.[CH2:69]([CH:70]=[CH2:71])[NH:72][CH:73]1[CH2:74][CH2:75][CH2:76][CH2:77]1.[CH:60]([N:61]([CH2:62][CH3:63])[CH:64]([CH3:65])[CH3:66])([CH3:67])[CH3:68].[O:78]=[CH:79][N:80]([CH3:81])[CH3:82].[OH:50][n:51]1[c:52]2[c:53]([cH:54][cH:55][cH:56][cH:57]2)[n:58][n:59]1.[n:33]1([O:34][C:35]([N:36]([CH3:37])[CH3:38])=[N+:39]([CH3:40])[CH3:41])[c:42]2[cH:43][cH:44][cH:45][cH:46][c:47]2[n:48][n:49]1>>[C:1]([CH3:2])([CH3:3])([CH3:4])[O:5][C:6](=[O:7])[N:8]([CH2:9][CH2:10][O:11][c:12]1[cH:13][c:14]([C:15](=[O:16])[N:72]([CH2:69][CH:70]=[CH2:71])[CH:73]2[CH2:74][CH2:75][CH2:76][CH2:77]2)[cH:18][c:19]([Cl:21])[cH:20]1)[c:22]1[cH:23][cH:24][n:25][cH:26][cH:27]1. Reactants: C(#N)C1=CC=C(C=C1)O (4-Cyanophenol), C(C)(=O)OCC (ethyl acetate), ClC(C(=O)[O-])(F)F.[Na+] (sodium chlorodifluoroacetate), [OH-].[Na+] (sodium hydroxide). The solvent is CN(C)C=O (DMF). Reaction conditions: time 5 hour. Product: FC(OC1=CC=C(C#N)C=C1)F (4-difluoromethoxybenzonitrile). Isolated yield 40.8%. RXN SMILES: [C:1]([C:3]1[CH:8]=[CH:7][C:6]([OH:9])=[CH:5][CH:4]=1)#[N:2].Cl[C:11]([F:16])([F:15])C([O-])=O.[Na+].[OH-].[Na+].C(OCC)(=O)C>CN(C=O)C>[F:15][CH:11]([F:16])[O:9][C:6]1[CH:7]=[CH:8][C:3]([C:1]#[N:2])=[CH:4][CH:5]=1 |f:1.2,3.4|. Procedure: 4-Cyanophenol (0.50 g, 4.2 mmol, Aldrich), sodium chlorodifluoroacetate (0.77 g, 5 mmol, Alfa Products), and sodium hydroxide (0.20 g, 5 mmol) were combined in dry DMF (2 mL) under an atmosphere of argon. After stirring at 125°-130° C. for 5 h, the mixture was cooled to RT, ethyl acetate (50 mL) was added and the organic layer was washed twice with brine. The organic extract was dried (MgSO4), filtered and evaporated. The residue was purified by flash chromatography (silica gel, 25% ethyl acetat... Starting materials: C([O-])([O-])=O.[K+].[K+] (potassium carbonate), COC1=C(C=CC=C1C)C(C)(C)O (2-(2-methoxy-3-methylphenyl)-propan-2-ol), C(C)OC(C(=C)O[Si](C)(C)C)=O (2-trimethylsilanyloxyacrylic acid ethyl ester), [Sn](Cl)(Cl)(Cl)Cl (tin tetrachloride). The solvent is ClCCl (dichloromethane). Run at time 3 hour. Product: C(C)OC(C(CC(C)(C)C1=C(C(=CC=C1)C)OC)=O)=O (Ethyl-4-(2-methoxy-3-methylphenyl)-4-methyl-2-oxopentanoate). Yield: 41.6%. As a reaction SMILES: [CH3:1][O:2][C:3]1[C:8]([CH3:9])=[CH:7][CH:6]=[CH:5][C:4]=1[C:10](O)([CH3:12])[CH3:11].[CH2:14]([O:16][C:17](=[O:25])[C:18]([O:20][Si](C)(C)C)=[CH2:19])[CH3:15].[Sn](Cl)(Cl)(Cl)Cl.C(=O)([O-])[O-].[K+].[K+]>ClCCl>[CH2:14]([O:16][C:17](=[O:25])[C:18](=[O:19])[CH2:20][C:10]([C:4]1[CH:5]=[CH:6][CH:7]=[C:8]([CH3:9])[C:3]=1[O:2][CH3:1])([CH3:12])[CH3:11])[CH3:15] |f:3.4.5|. Procedure: 71.37 g (395.96 mmol) of 2-(2-methoxy-3-methylphenyl)-propan-2-ol and 149 g (791.92 mmol) of 2-trimethylsilanyloxyacrylic acid ethyl ester are introduced into 1.1 l of dichloromethane. At −78° C., 44.8 ml (379.91 mmol) of tin tetrachloride is added in drops, and the batch is then stirred for three hours at this low temperature. 1.4 l of semiconcentrated potassium carbonate solution is added in drops, and the reaction mixture is thus brought to room temperature. The batch is filtered, and the fil... The reactants are C(C1=CC=CC=C1)OP(=O)(OCC1=CC=CC=C1)CC(C(=O)OCC1=CC=CC=C1)CCC(=O)OCC1=CC=CC=C1 (Dibenzyl 2-[[Bis(benzyloxy)phosphoryl]methyl]-pentanedioate). The reagents and catalysts are [Pd] (Pd/C). Solvent: CO (methanol). Reaction conditions: time 24 hour. Product: P(=O)(O)(O)CC(C(=O)O)CCC(=O)O (2-(Phosphonomethyl)pentanedioic Acid). Isolated yield 90.3%. RXN SMILES: C([O:8][P:9]([CH2:19][CH:20]([CH2:31][CH2:32][C:33]([O:35]CC1C=CC=CC=1)=[O:34])[C:21]([O:23]CC1C=CC=CC=1)=[O:22])([O:11]CC1C=CC=CC=1)=[O:10])C1C=CC=CC=1>[Pd].CO>[P:9]([CH2:19][CH:20]([CH2:31][CH2:32][C:33]([OH:35])=[O:34])[C:21]([OH:23])=[O:22])([OH:11])([OH:10])=[O:8]. Procedure: The benzyl pentanedioate 2(2.9 g, 4.9 mmol) was added to a mixture of 20 ml of methanol containing 0.29 g (6 mol %) of 10% Pd/C. This mixture was hydrogenated on a Parr hydrogenator at 40 psi for 24 hours, filtered and evaporated to give 3(1.0 g, 90%) as a clear slightly golden viscous oil. The reactants are COC(=O)C(N)Cc1c[nH]cn1, O=Cc1ccccc1, ClC(Cl)Cl, [Mg+2], O=S(=O)([O-])[O-]. Product: COC(=O)C(Cc1c[nH]cn1)N=Cc1ccccc1. Reaction SMILES: [CH3:1][O:2][C:3]([CH:4]([NH2:5])[CH2:6][c:7]1[cH:8][nH:9][cH:10][n:11]1)=[O:12].[CH:13](=[O:14])[c:15]1[cH:16][cH:17][cH:18][cH:19][cH:20]1.[Cl:27][CH:28]([Cl:29])[Cl:30].[Mg+2:21].[O-:22][S:23]([O-:24])(=[O:25])=[O:26]>>[CH3:1][O:2][C:3]([CH:4]([N:5]=[CH:13][c:15]1[cH:16][cH:17][cH:18][cH:19][cH:20]1)[CH2:6][c:7]1[cH:8][nH:9][cH:10][n:11]1)=[O:12]. Starting materials: OC1CN2CCC1CC2, O=C(Cl)C1(c2ccccc2)CCC1. Yields the product Cl, O=C(OC1CN2CCC1CC2)C1(c2ccccc2)CCC1. As a reaction SMILES: [N:14]12[CH2:15][CH:16]([OH:22])[CH:17]([CH2:18][CH2:19]1)[CH2:20][CH2:21]2.[c:1]1([C:7]2([C:11](=[O:12])[Cl:13])[CH2:8][CH2:9][CH2:10]2)[cH:2][cH:3][cH:4][cH:5][cH:6]1>>[ClH:13].[c:1]1([C:7]2([C:11](=[O:12])[O:22][CH:16]3[CH2:15][N:14]4[CH2:19][CH2:18][CH:17]3[CH2:20][CH2:21]4)[CH2:8][CH2:9][CH2:10]2)[cH:2][cH:3][cH:4][cH:5][cH:6]1.